Dataset: the Open Reaction Database (ORD), a public repository of structured organic reaction records. Task: describe an organic reaction: reactants, conditions, products, and yield Procedure: This compound was prepared according to general method 2 with (step I) 2-(2,4-difluorophenyl)acetic acid (0.651 g; 3.78 mmol) and oxalyl chloride (0.352 mL; 4.16 mmol) in dichloromethane (12 mL) with few drops of DMF and (step II) ethyl 2-amino-2-(hydroxyimino)acetate (0.5 g; 3.78 mmol) and N,N diisopropylethylamine (1.05 mL; 6.06 mmol) in dichloromethane (6 mL) and (step III) pyridine (18 mL). The crude material was purified by flash chromatography on silica (eluent 20 to 100% ethyl acetate in ... Solvent: ClCCl (dichloromethane), CN(C)C=O (DMF), N1=CC=CC=C1 (pyridine), ClCCl (dichloromethane). The product is FC1=C(CC2=NC(=NO2)C(=O)OCC)C=CC(=C1)F (ethyl 5-(2,4-difluorobenzyl)-1,2,4-oxadiazole-3-carboxylate). The yield is 36.7%. As a reaction SMILES: [F:1][C:2]1[CH:7]=[C:6]([F:8])[CH:5]=[CH:4][C:3]=1[CH2:9][C:10]([OH:12])=O.C(Cl)(=O)C(Cl)=O.[NH2:19][C:20](=[N:26]O)[C:21]([O:23][CH2:24][CH3:25])=[O:22].C(N(CC)C(C)C)(C)C>ClCCl.N1C=CC=CC=1.CN(C=O)C>[F:1][C:2]1[CH:7]=[C:6]([F:8])[CH:5]=[CH:4][C:3]=1[CH2:9][C:10]1[O:12][N:26]=[C:20]([C:21]([O:23][CH2:24][CH3:25])=[O:22])[N:19]=1. Starting materials: FC1=C(C=CC(=C1)F)CC(=O)O (2-(2,4-difluorophenyl)acetic acid), C(C)(C)N(C(C)C)CC (N,N diisopropylethylamine), C(C(=O)Cl)(=O)Cl (oxalyl chloride), NC(C(=O)OCC)=NO (ethyl 2-amino-2-(hydroxyimino)acetate). Starting materials: C(C)(=O)OCC (ethyl acetate), CN(C=1SC2=C(N1)C=CC(=C2)NC(=O)C2=CC=C(C=C2)C2=CC=C(C=C2)F)CC2CNCC2 (4′-fluoro-biphenyl-4-carboxylic acid [2-(methyl-pyrrolidin-3-ylmethyl-amino)-benzothiazol-6-yl]-amide), IC(C)C (2-iodopropane), C([O-])([O-])=O.[K+].[K+] (potassium carbonate). Run in CN(C)C=O (DMF). Yields the product C(C)(C)N1CC(CC1)CN(C=1SC2=C(N1)C=CC(=C2)NC(=O)C2=CC=C(C=C2)C2=CC=C(C=C2)F)C (4′-Fluoro-biphenyl-4-carboxylic Acid {2-[(1-isopropyl-pyrrolidin-3-ylmethyl)-methyl-amino]-benzothiazol-6-yl}-amide). Yield: 90.9%. As a reaction SMILES: [CH3:1][N:2]([CH2:28][CH:29]1[CH2:33][CH2:32][NH:31][CH2:30]1)[C:3]1[S:4][C:5]2[CH:11]=[C:10]([NH:12][C:13]([C:15]3[CH:20]=[CH:19][C:18]([C:21]4[CH:26]=[CH:25][C:24]([F:27])=[CH:23][CH:22]=4)=[CH:17][CH:16]=3)=[O:14])[CH:9]=[CH:8][C:6]=2[N:7]=1.I[CH:35]([CH3:37])[CH3:36].C(=O)([O-])[O-].[K+].[K+].C(OCC)(=O)C>CN(C=O)C>[CH:35]([N:31]1[CH2:32][CH2:33][CH:29]([CH2:28][N:2]([CH3:1])[C:3]2[S:4][C:5]3[CH:11]=[C:10]([NH:12][C:13]([C:15]4[CH:16]=[CH:17][C:18]([C:21]5[CH:26]=[CH:25][C:24]([F:27])=[CH:23][CH:22]=5)=[CH:19][CH:20]=4)=[O:14])[CH:9]=[CH:8][C:6]=3[N:7]=2)[CH2:30]1)([CH3:37])[CH3:36] |f:2.3.4|. Procedure: Place 4′-fluoro-biphenyl-4-carboxylic acid [2-(methyl-pyrrolidin-3-ylmethyl-amino)-benzothiazol-6-yl]-amide (16 mg, 0.035 mmol), 2-iodopropane (0.007 mL, 0.070 mmol), and potassium carbonate (15 mg, 0.108 mmol) in DMF (2 mL) and stir at rt for 3 d. Dilute the reaction with ethyl acetate and wash the organic layer with water (5 times). Chromatograph (silica gel, eluting with 10% 2M NH3 in MeOH:DCM) to yield 16 mg (91%) of the title compound: mass spectrum (ion-spray): (m/z)=503.3 (M+1). Starting materials: CCOCCON=C(C(=O)OCC)c1csc(NC=O)n1, Cl, [Na+], [OH-]. The product is CCOCCON=C(C(=O)O)c1csc(NC=O)n1. RXN SMILES: [CH:1](=[O:2])[NH:3][c:4]1[s:5][cH:6][c:7]([C:9]([C:10](=[O:11])[O:12][CH2:13][CH3:14])=[N:15][O:16][CH2:17][CH2:18][O:19][CH2:20][CH3:21])[n:8]1.[ClH:22].[Na+:24].[OH-:23]>>[CH:1](=[O:2])[NH:3][c:4]1[s:5][cH:6][c:7]([C:9]([C:10](=[O:11])[OH:12])=[N:15][O:16][CH2:17][CH2:18][O:19][CH2:20][CH3:21])[n:8]1. The reactants are CCCC[N+](CCCC)(CCCC)CCCC.[F-] (TBAF), [Si](C)(C)(C(C)(C)C)O[C@@H]1CN(CC[C@H]1NC(OCCN(C)C)=O)C1=C(C(=CC(=C1)C#N)NC1=NN2C(C(=N1)NC1CC1)=NC=C2C#N)Cl ((+/−)-2-(dimethylamino)ethyl ((3R,4R)-3-((tert-butyldimethylsilyl)oxy)-1-(2-chloro-5-cyano-3-((7-cyano-4-(cyclopropylamino)imidazo[2,1-f][1,2,4]triazin-2-yl)amino)phenyl)piperidin-4-yl)carbamate). The solvent is C1CCOC1 (THF). Reaction conditions: time 8 hour. The product is ClC1=C(C=C(C=C1NC1=NN2C(C(=N1)NC1CC1)=NC=C2C#N)C#N)N2C[C@H]([C@@H](CC2)NC(OCCN(C)C)=O)O ((+/−)-2-(dimethylamino)ethyl ((3R,4R)-1-(2-chloro-5-cyano-3-((7-cyano-4-(cyclopropylamino)imidazo[2,1-f][1,2,4]triazin-2-yl)amino)phenyl)-3-hydroxypiperidin-4-yl)carbamate). Isolated yield 77.4%. RXN SMILES: CCCC[N+](CCCC)(CCCC)CCCC.[F-].[Si]([O:26][C@H:27]1[C@H:32]([NH:33][C:34](=[O:41])[O:35][CH2:36][CH2:37][N:38]([CH3:40])[CH3:39])[CH2:31][CH2:30][N:29]([C:42]2[CH:47]=[C:46]([C:48]#[N:49])[CH:45]=[C:44]([NH:50][C:51]3[N:56]=[C:55]([NH:57][CH:58]4[CH2:60][CH2:59]4)[C:54]4=[N:61][CH:62]=[C:63]([C:64]#[N:65])[N:53]4[N:52]=3)[C:43]=2[Cl:66])[CH2:28]1)(C(C)(C)C)(C)C>C1COCC1>[Cl:66][C:43]1[C:44]([NH:50][C:51]2[N:56]=[C:55]([NH:57][CH:58]3[CH2:60][CH2:59]3)[C:54]3=[N:61][CH:62]=[C:63]([C:64]#[N:65])[N:53]3[N:52]=2)=[CH:45][C:46]([C:48]#[N:49])=[CH:47][C:42]=1[N:29]1[CH2:30][CH2:31][C@@H:32]([NH:33][C:34](=[O:41])[O:35][CH2:36][CH2:37][N:38]([CH3:39])[CH3:40])[C@H:27]([OH:26])[CH2:28]1 |f:0.1|. Procedure details: TBAF (1M in THF, 0.059 mL, 0.059 mmol) was added to a solution of (+/−)-2-(dimethylamino)ethyl ((3R,4R)-3-((tert-butyldimethylsilyl)oxy)-1-(2-chloro-5-cyano-3-((7-cyano-4-(cyclopropylamino)imidazo[2,1-f][1,2,4]triazin-2-yl)amino)phenyl)piperidin-4-yl)carbamate (34 mg, 0.049 mmol) in THF (1 mL) and the resulting solution was stirred at room temperature overnight. Solvent was evaporated and the residue was partitioned between dichloromethane and saturated sodium bicarbonate. The layers were separa...